Task: describe an organic reaction: reactants, conditions, products, and yield. Dataset: the Open Reaction Database (ORD), a public repository of structured organic reaction records Reactants: C1CCOC1, CC(=O)O, ClCCl, [Li+], CCCCC1(CC)CN(c2ccccc2)c2cc(S(C)(=O)=O)c(OCC(=O)OCC)cc2S(=O)(=O)C1, [OH-], O. Product: CCCCC1(CC)CN(c2ccccc2)c2cc(S(C)(=O)=O)c(OCC(=O)O)cc2S(=O)(=O)C1. As a reaction SMILES: [CH2:37]1[O:38][CH2:39][CH2:40][CH2:41]1.[CH3:48][C:49](=[O:50])[OH:51].[Cl:44][CH2:45][Cl:46].[Li+:43].[O:1]=[S:2]1(=[O:36])[CH2:3][C:4]([CH2:30][CH3:31])([CH2:32][CH2:33][CH2:34][CH3:35])[CH2:5][N:6]([c:24]2[cH:25][cH:26][cH:27][cH:28][cH:29]2)[c:7]2[c:8]1[cH:9][c:10]([O:17][CH2:18][C:19](=[O:20])[O:21][CH2:22][CH3:23])[c:11]([S:13](=[O:14])(=[O:15])[CH3:16])[cH:12]2.[OH-:42].[OH2:47]>>[O:1]=[S:2]1(=[O:36])[CH2:3][C:4]([CH2:30][CH3:31])([CH2:32][CH2:33][CH2:34][CH3:35])[CH2:5][N:6]([c:24]2[cH:25][cH:26][cH:27][cH:28][cH:29]2)[c:7]2[c:8]1[cH:9][c:10]([O:17][CH2:18][C:19](=[O:20])[OH:21])[c:11]([S:13](=[O:14])(=[O:15])[CH3:16])[cH:12]2. Starting materials: Cc1ccc2sc(S(=O)(=O)NC(=O)OC(C)(C)C)cc2c1, CCOC(C)=O, CC(C)OC(=O)N=NC(=O)OC(C)C, C1CCOC1, CCOP(=O)(CO)OCC, c1ccc(P(c2ccccc2)c2ccccc2)cc1. The product is CCOP(=O)(CN(C(=O)OC(C)(C)C)S(=O)(=O)c1cc2cc(C)ccc2s1)OCC. RXN SMILES: [CH3:1][c:2]1[cH:3][cH:4][c:5]2[c:6]([cH:7][c:8]([S:10](=[O:11])(=[O:12])[NH:13][C:14]([O:15][C:16]([CH3:17])([CH3:18])[CH3:19])=[O:20])[s:9]2)[cH:21]1.[CH3:70][CH2:71][O:72][C:73](=[O:74])[CH3:75].[O:51]=[C:52]([O:53][CH:54]([CH3:55])[CH3:56])[N:57]=[N:58][C:59]([O:60][CH:61]([CH3:62])[CH3:63])=[O:64].[O:65]1[CH2:66][CH2:67][CH2:68][CH2:69]1.[OH:22][CH2:23][P:24]([O:25][CH2:26][CH3:27])([O:28][CH2:29][CH3:30])=[O:31].[c:32]1([P:33]([c:34]2[cH:35][cH:36][cH:37][cH:38][cH:39]2)[c:40]2[cH:41][cH:42][cH:43][cH:44][cH:45]2)[cH:46][cH:47][cH:48][cH:49][cH:50]1>>[CH3:1][c:2]1[cH:3][cH:4][c:5]2[c:6]([cH:7][c:8]([S:10](=[O:11])(=[O:12])[N:13]([C:14]([O:15][C:16]([CH3:17])([CH3:18])[CH3:19])=[O:20])[CH2:23][P:24]([O:25][CH2:26][CH3:27])([O:28][CH2:29][CH3:30])=[O:31])[s:9]2)[cH:21]1. Reactants: OC1(C(COC2=C1C=CC(=C2)OCOC)(C)C2=CC=C(C=C2)OCOC)C2=CC(=CC=C2)O ((3RS,4RS)-4-Hydroxy-4-(3-hydroxyphenyl)-7-methoxymethyloxy-3-[4-(methoxymethyloxy)phenyl]-3-methyl-2,3-dihydro-4H-benzopyran). The reagents and catalysts are [Pd] (Pd/C). Run in CO (methanol). Conditions: time 12 hour. Yields the product OC=1C=C(C=CC1)C1C(COC2=C1C=CC(=C2)OCOC)(C)C2=CC=C(C=C2)OCOC ((3RS,4RS)-4-(3-hydroxyphenyl)-7-methoxymethyloxy-3-[4-(methoxymethyloxy)phenyl]-3-methyl-2,3-dihydro-4H-benzopyran). Yield: 51.7%. As a reaction SMILES: O[C:2]1([C:27]2[CH:32]=[CH:31][CH:30]=[C:29]([OH:33])[CH:28]=2)[C:7]2[CH:8]=[CH:9][C:10]([O:12][CH2:13][O:14][CH3:15])=[CH:11][C:6]=2[O:5][CH2:4][C:3]1([C:17]1[CH:22]=[CH:21][C:20]([O:23][CH2:24][O:25][CH3:26])=[CH:19][CH:18]=1)[CH3:16]>CO.[Pd]>[OH:33][C:29]1[CH:28]=[C:27]([CH:2]2[C:7]3[CH:8]=[CH:9][C:10]([O:12][CH2:13][O:14][CH3:15])=[CH:11][C:6]=3[O:5][CH2:4][C:3]2([C:17]2[CH:18]=[CH:19][C:20]([O:23][CH2:24][O:25][CH3:26])=[CH:21][CH:22]=2)[CH3:16])[CH:32]=[CH:31][CH:30]=1. Procedure: (3RS,4RS)-4-Hydroxy-4-(3-hydroxyphenyl)-7-methoxymethyloxy-3-[4-(methoxymethyloxy)phenyl]-3-methyl-2,3-dihydro-4H-benzopyran (1.19 g, 2.63 mmol) prepared in Example 35 was dissolved in methanol (50 ml), and 10% Pd/C (200 mg) was slowly added dropwise thereto. The reaction mixture was stirred under hydrogen atmosphere for 12 hours and then filtered. The filtrate was concentrated under reduced pressure to remove the organic solvent. The concentrate was separated by column chromatography (n-hexane:... Reactants: N1=CC=CC2=CC=CC=C12 (quinoline), NC1=CC=CC=2C(C3=CC=CC=C3C(C12)=O)=O (1-aminoanthraquinone), CaO, [N+](=O)([O-])C1=CC=CC=2C(C3=CC=CC=C3C(C12)=O)=O (1-nitroanthraquinone). Run in C(C)O (ethanol). Run at temperature 120 celsius, time 5 hour. Product: C1=CC=C2C(=C1)C(=O)C3=C(C2=O)C(=CC=C3)NC4=CC=CC5=C4C(=O)C6=CC=CC=C6C5=O (1,1'-dianthraquinonylamine). As a reaction SMILES: N1C2C(=CC=CC=2)C=CC=1.[NH2:11][C:12]1[C:25]2[C:24](=[O:26])[C:23]3[C:18](=[CH:19][CH:20]=[CH:21][CH:22]=3)[C:17](=[O:27])[C:16]=2[CH:15]=[CH:14][CH:13]=1.[N+]([C:31]1[C:44]2[C:43](=[O:45])[C:42]3[C:37](=[CH:38][CH:39]=[CH:40][CH:41]=3)[C:36](=[O:46])[C:35]=2[CH:34]=[CH:33][CH:32]=1)([O-])=O>C(O)C>[CH:20]1[CH:19]=[C:18]2[C:17]([C:16]3[CH:15]=[CH:14][CH:13]=[C:12]([NH:11][C:34]4[C:35]5[C:36]([C:37]6[C:42]([C:43](=[O:45])[C:44]=5[CH:31]=[CH:32][CH:33]=4)=[CH:41][CH:40]=[CH:39][CH:38]=6)=[O:46])[C:25]=3[C:24](=[O:26])[C:23]2=[CH:22][CH:21]=1)=[O:27]. Procedure: 250 ml of quinoline, 100 g of 1-aminoanthraquinone and 25 g of CaO are warmed to 200° to 210° C. in a 1 l sulphonation beaker with an anchor stirrer and shortpath distillation bridge. 120 g of 1-nitroanthraquinone are added in portions in the course of 2 hours, and the mixture is then stirred for another 5 hours at 200° to 210° C. The mixture is allowed to cool to 120° C., and is diluted slowly and under reflux with 500 ml of ethanol. The mixture is then filtered off under suction, and the resid... Starting materials: C(C1=CN=CC=C1)(=O)O (nicotinic acid), C1(=CC=CC=C1)C (toluene), C(C)(C)N(CC)C(C)C (diisopropylethylamine), C1(=CC=CC=C1)P(=O)(C1=CC=CC=C1)N=[N+]=[N-] (diphenylphosphoryl azide), C(C)(=O)OCC (ethyl acetate). Solvent: C(C)(C)(C)O (tert-butyl alcohol). Run at time 30 minute. Product: C(C)(C)(C)OC(=O)NC=1C=NC=CC1 (3-(tert-butoxycarbonyl amino)pyridine). As a reaction SMILES: C(O)(=O)[C:2]1[CH:7]=[CH:6][CH:5]=[N:4][CH:3]=1.[C:10]1([CH3:16])[CH:15]=CC=C[CH:11]=1.C([N:20](C(C)C)CC)(C)C.C1(P(N=[N+]=[N-])(C2C=CC=CC=2)=O)C=CC=CC=1.[C:43]([O:46]CC)(=[O:45])C>C(O)(C)(C)C>[C:10]([O:46][C:43]([NH:20][C:2]1[CH:3]=[N:4][CH:5]=[CH:6][CH:7]=1)=[O:45])([CH3:16])([CH3:15])[CH3:11]. Procedure: To a mixture of 3.69 g of nicotinic acid and 30 ml of toluene, 3.64 g of diisopropylethylamine, then 8.67 g of diphenylphosphoryl azide was added. The reaction mixture was stirred at room temperature for 30 minutes. To the reaction mixture, 4 ml of tert-butyl alcohol was added. The reaction mixture was stirred while heating at 80° C. for six hours. The reaction mixture was cooled to room temperature, then the reaction mixture was diluted with ethyl acetate, washed with water and then with a satu...